From a dataset of the Open Reaction Database (ORD), a public repository of structured organic reaction records. describe an organic reaction: reactants, conditions, products, and yield The reactants are CO, Nc1ccccc1C(=O)O, O=Cc1ccnc2ccccc12. Product: O=C(O)c1ccccc1N=Cc1ccnc2ccccc12. As a reaction SMILES: [CH3:23][OH:24].[NH2:1][c:2]1[cH:3][cH:4][cH:5][cH:6][c:7]1[C:8]([OH:9])=[O:10].[n:11]1[cH:12][cH:13][c:14]([CH:21]=[O:22])[c:15]2[cH:16][cH:17][cH:18][cH:19][c:20]12>>[N:1]([c:2]1[cH:3][cH:4][cH:5][cH:6][c:7]1[C:8]([OH:9])=[O:10])=[CH:21][c:14]1[cH:13][cH:12][n:11][c:20]2[c:15]1[cH:16][cH:17][cH:18][cH:19]2.